Dataset: the Open Reaction Database (ORD), a public repository of structured organic reaction records. Task: describe an organic reaction: reactants, conditions, products, and yield Starting materials: BrC1=CC(=CC=C1)CBr (1-bromo-3-(bromomethyl)benzene), C(C=C)[Mg]Br (allylmagnesium bromide). Solvent: O1CCCC1 (tetrahydrofuran). The product is BrC1=CC(=CC=C1)CCC=C (1-bromo-3-(but-3-en-1-yl)benzene). Yield: 88.9%. Reaction SMILES: [Br:1][C:2]1[CH:7]=[CH:6][CH:5]=[C:4]([CH2:8]Br)[CH:3]=1.[CH2:10]([Mg]Br)[CH:11]=[CH2:12]>O1CCCC1>[Br:1][C:2]1[CH:7]=[CH:6][CH:5]=[C:4]([CH2:8][CH2:12][CH:11]=[CH2:10])[CH:3]=1. Procedure details: To a solution of 1-bromo-3-(bromomethyl)benzene (10.0 g, 40.0 mmol) in tetrahydrofuran (50 mL), under an inert atmosphere was added allylmagnesium bromide (1.0 M in diethyl ether, 40.0 mL, 40.0 mmol). The reaction was allowed to reflux overnight. The reaction was quenched with sulfuric acid (2 M, 45 mL). The resulting biphasic solution was solution was partitioned. The aqueous layer was extracted with diethyl ether (2×50 mL). The combined organic layers were dried over magnesium sulfate, filtere... Starting materials: [Br-], CCCCCCCCCCCCCCCc1c(Br)ccc(O)c1C(=O)O, CC(=O)OC(C)=O, CCCCCC, ClCCl, Cl, [K+], c1ccncc1. Product: CCCCCCCCCCCCCCCc1c(Br)ccc(OC(C)=O)c1C(=O)O. Reaction SMILES: [Br-:35].[Br:1][c:2]1[cH:3][cH:4][c:5]([OH:26])[c:6]([C:7](=[O:8])[OH:9])[c:10]1[CH2:11][CH2:12][CH2:13][CH2:14][CH2:15][CH2:16][CH2:17][CH2:18][CH2:19][CH2:20][CH2:21][CH2:22][CH2:23][CH2:24][CH3:25].[CH3:27][C:28](=[O:29])[O:30][C:31](=[O:32])[CH3:33].[CH3:40][CH2:41][CH2:42][CH2:43][CH2:44][CH3:45].[Cl:37][CH2:38][Cl:39].[ClH:34].[K+:36].[cH:46]1[cH:47][cH:48][n:49][cH:50][cH:51]1>>[Br:1][c:2]1[cH:3][cH:4][c:5]([O:26][C:28]([CH3:27])=[O:29])[c:6]([C:7](=[O:8])[OH:9])[c:10]1[CH2:11][CH2:12][CH2:13][CH2:14][CH2:15][CH2:16][CH2:17][CH2:18][CH2:19][CH2:20][CH2:21][CH2:22][CH2:23][CH2:24][CH3:25]. The reactants are CCOc1cc(F)c(CC)cc1[N+](=O)[O-], CS(=O)(=O)CCN1CCNCC1, CS(C)=O, Cl, [K+], [K+], O=C([O-])[O-], O. The product is CCOc1cc(N2CCN(CCS(C)(=O)=O)CC2)c(CC)cc1[N+](=O)[O-]. RXN SMILES: [CH2:1]([CH3:2])[c:3]1[c:4]([F:15])[cH:5][c:6]([O:12][CH2:13][CH3:14])[c:7]([N+:9](=[O:10])[O-:11])[cH:8]1.[CH3:23][S:24](=[O:25])(=[O:26])[CH2:27][CH2:28][N:29]1[CH2:30][CH2:31][NH:32][CH2:33][CH2:34]1.[CH3:36][S:37]([CH3:38])=[O:39].[ClH:22].[K+:16].[K+:17].[O-:18][C:19]([O-:20])=[O:21].[OH2:35]>>[CH2:1]([CH3:2])[c:3]1[c:4]([N:32]2[CH2:31][CH2:30][N:29]([CH2:28][CH2:27][S:24]([CH3:23])(=[O:25])=[O:26])[CH2:34][CH2:33]2)[cH:5][c:6]([O:12][CH2:13][CH3:14])[c:7]([N+:9](=[O:10])[O-:11])[cH:8]1. Starting materials: CCN(CC)S(F)(F)F, ClCCl, CC(C)C(NC(=O)C1CCCC1)C(=O)N1CCC(O)(c2ccc(Cl)cc2)C(C)(C)C1. Yields the product CC(C)C(NC(=O)C1CCCC1)C(=O)N1CCC(F)(c2ccc(Cl)cc2)C(C)(C)C1. RXN SMILES: [CH2:31]([N:32]([S:33]([F:34])([F:35])[F:37])[CH2:36][CH3:38])[CH3:39].[CH2:40]([Cl:41])[Cl:42].[Cl:1][c:2]1[cH:3][cH:4][c:5]([C:8]2([OH:30])[C:9]([CH3:28])([CH3:29])[CH2:10][N:11]([C:14]([CH:15]([CH:16]([CH3:17])[CH3:18])[NH:19][C:20](=[O:21])[CH:22]3[CH2:23][CH2:24][CH2:25][CH2:26]3)=[O:27])[CH2:12][CH2:13]2)[cH:6][cH:7]1>>[Cl:1][c:2]1[cH:3][cH:4][c:5]([C:8]2([F:37])[C:9]([CH3:28])([CH3:29])[CH2:10][N:11]([C:14]([CH:15]([CH:16]([CH3:17])[CH3:18])[NH:19][C:20](=[O:21])[CH:22]3[CH2:23][CH2:24][CH2:25][CH2:26]3)=[O:27])[CH2:12][CH2:13]2)[cH:6][cH:7]1. Starting materials: [H-].[H-].[H-].[H-].[Li+].[Al+3] (LiAlH4), C(C1=CC=CC=C1)OC1=C(C(=O)OCC2=CC=CC=C2)C=CC=C1C(C)C (benzyl 2-benzyloxy-3-isopropylbenzoate), [H-].[H-].[H-].[H-].[Li+].[Al+3] (LiAlH4). Solvent: C1CCOC1 (THF), C1CCOC1 (THF). Run at time 8 hour. The product is C(C1=CC=CC=C1)OC1=C(CO)C=CC=C1C(C)C (2-benzyloxy-3-isopropylbenzylalcohol). Isolated yield 85.3%. Reaction SMILES: [H-].[H-].[H-].[H-].[Li+].[Al+3].[CH2:7]([O:14][C:15]1[C:30]([CH:31]([CH3:33])[CH3:32])=[CH:29][CH:28]=[CH:27][C:16]=1[C:17](OCC1C=CC=CC=1)=[O:18])[C:8]1[CH:13]=[CH:12][CH:11]=[CH:10][CH:9]=1>C1COCC1>[CH2:7]([O:14][C:15]1[C:30]([CH:31]([CH3:33])[CH3:32])=[CH:29][CH:28]=[CH:27][C:16]=1[CH2:17][OH:18])[C:8]1[CH:9]=[CH:10][CH:11]=[CH:12][CH:13]=1 |f:0.1.2.3.4.5|. Procedure details: A solution of LiAlH4 (1M in THF, 8.13 ml) was added to freshly distilled THF (10 ml) 10 ml. A solution of benzyl 2-benzyloxy-3-isopropylbenzoate (2.27 g, 6.31 mmole) in THF (10 ml) was added via a syringe to the LiAlH4 solution. The temperature was maintain below 40° C. using a water bath and the reaction mixture stirred at ambient temperature overnight. The reaction was quenched with water and the pH adjusted to ~7 with dilute HCl. The resultant precipitate was filtered off and the filtrate par...